Dataset: the Open Reaction Database (ORD), a public repository of structured organic reaction records. Task: describe an organic reaction: reactants, conditions, products, and yield Reactants: NC(C#N)(C)C (α-aminoisobutyronitrile), ClC=1C=C(C=CC1OC(F)(F)F)N=C=O (3-chloro-4-trifluoromethoxyphenyl isocyanate), CC(=O)C (acetone). Reaction conditions: temperature 45 celsius, time 1 hour. Yields the product ClC=1C=C(C=CC1OC(F)(F)F)N1C(NC(C1=O)(C)C)=O (3-(3-chloro-4-trifluoromethoxyphenyl)-5,5-dimethyl-hydantoin). As a reaction SMILES: [NH2:1][C:2]([CH3:6])([CH3:5])[C:3]#N.[Cl:7][C:8]1[CH:9]=[C:10]([N:19]=[C:20]=[O:21])[CH:11]=[CH:12][C:13]=1[O:14][C:15]([F:18])([F:17])[F:16].CC(C)=[O:24]>>[Cl:7][C:8]1[CH:9]=[C:10]([N:19]2[C:3](=[O:24])[C:2]([CH3:6])([CH3:5])[NH:1][C:20]2=[O:21])[CH:11]=[CH:12][C:13]=1[O:14][C:15]([F:18])([F:17])[F:16]. Reported procedure: 6.5 g (0.077 mol) of α-aminoisobutyronitrile are added dropwise to a solution of 17.1 g (0.072 mol) of 3-chloro-4-trifluoromethoxyphenyl isocyanate in 100 ml of acetone. The temperature increases to about 45° C. during this procedure. After the reaction has ceased, the solvent is evaporated off in vacuo, and the residue is then boiled for 1 hour with 80 ml of semi-concentrated hydrochloric acid. The 3-(3-chloro-4-trifluoromethoxyphenyl)-5,5-dimethyl-hydantoin formed during this process is recrys... Reactants: Cc1ccccc1, CI, CC(C)=O, Cc1ccnc(C(=O)c2ccco2)c1. Yields the product Cc1cc[n+](C)c(C(=O)c2ccco2)c1, [I-]. RXN SMILES: [CH3:17][c:18]1[cH:19][cH:20][cH:21][cH:22][cH:23]1.[CH3:1][I:2].[CH3:24][C:25](=[O:26])[CH3:27].[o:3]1[c:4]([C:8](=[O:9])[c:10]2[n:11][cH:12][cH:13][c:14]([CH3:16])[cH:15]2)[cH:5][cH:6][cH:7]1>>[CH3:1][n+:11]1[c:10]([C:8]([c:4]2[o:3][cH:7][cH:6][cH:5]2)=[O:9])[cH:15][c:14]([CH3:16])[cH:13][cH:12]1.[I-:2]. Reactants: CC=1N=C(N2N=C(N=C(C21)NC2=CC(=C(C(=C2)OC)OC)OC)C2=CC=C(C=C2)[N+](=O)[O-])C (5,7-Dimethyl-2-(4-nitrophenyl)-N-(3,4,5-trimethoxyphenyl)imidazo[5,1-f][1,2,4]triazin-4-amine). The reagents and catalysts are [Pd] (palladium on carbon). The product is NC1=CC=C(C=C1)C1=NN2C(C(=N1)NC1=CC(=C(C(=C1)OC)OC)OC)=C(N=C2C)C (N-[2-(4-Aminophenyl)-5,7-dimethylimidazo[5,1-f][1,2,4]triazin-4-yl]-N-(3,4,5-trimethoxyphenyl)amine). Reaction SMILES: [CH3:1][C:2]1[N:3]=[C:4]([CH3:33])[N:5]2[C:10]=1[C:9]([NH:11][C:12]1[CH:17]=[C:16]([O:18][CH3:19])[C:15]([O:20][CH3:21])=[C:14]([O:22][CH3:23])[CH:13]=1)=[N:8][C:7]([C:24]1[CH:29]=[CH:28][C:27]([N+:30]([O-])=O)=[CH:26][CH:25]=1)=[N:6]2>[Pd]>[NH2:30][C:27]1[CH:26]=[CH:25][C:24]([C:7]2[N:8]=[C:9]([NH:11][C:12]3[CH:17]=[C:16]([O:18][CH3:19])[C:15]([O:20][CH3:21])=[C:14]([O:22][CH3:23])[CH:13]=3)[C:10]3=[C:2]([CH3:1])[N:3]=[C:4]([CH3:33])[N:5]3[N:6]=2)=[CH:29][CH:28]=1. Reported procedure: 620 mg (1.38 mmol) of 5,7-dimethyl-2-(4-nitrophenyl)-N-(3,4,5-trimethoxyphenyl)-imidazo[5,1-f][1,2,4]triazin-4-amine from example 17A are hydrogenated in the presence of 200 mg of palladium on carbon (10% strength) analogously to example 1. The reactants are COC(=O)c1cc2ccc(SCCCc3cc4c(cc3O)CC(CCc3ccccc3)O4)cc2nc1OC, CO, [Na+], [OH-]. Product: COc1nc2cc(SCCCc3cc4c(cc3O)CC(CCc3ccccc3)O4)ccc2cc1C(=O)O. Reaction SMILES: [C:1](=[O:2])([O:3][CH3:4])[c:5]1[c:6]([O:37][CH3:38])[n:7][c:8]2[cH:9][c:10]([S:15][CH2:16][CH2:17][CH2:18][c:19]3[cH:20][c:21]4[c:22]([cH:34][c:35]3[OH:36])[CH2:23][CH:24]([CH2:26][CH2:27][c:28]3[cH:29][cH:30][cH:31][cH:32][cH:33]3)[O:25]4)[cH:11][cH:12][c:13]2[cH:14]1.[CH3:41][OH:42].[Na+:40].[OH-:39]>>[C:1](=[O:2])([OH:3])[c:5]1[c:6]([O:37][CH3:38])[n:7][c:8]2[cH:9][c:10]([S:15][CH2:16][CH2:17][CH2:18][c:19]3[cH:20][c:21]4[c:22]([cH:34][c:35]3[OH:36])[CH2:23][CH:24]([CH2:26][CH2:27][c:28]3[cH:29][cH:30][cH:31][cH:32][cH:33]3)[O:25]4)[cH:11][cH:12][c:13]2[cH:14]1. The reactants are BrC=1C=NC=2N(C1)N=C(C2)C(=O)O (6-bromo-pyrazolo[1,5-a]pyrimidine-2-carboxylic acid), COC1=C2CCNC(C2=CC=C1OC)C (5,6-Dimethoxy-1-methyl-1,2,3,4-tetrahydro-isoquinoline). Yields the product BrC=1C=NC=2N(C1)N=C(C2)C(=O)N2C(C1=CC=C(C(=C1CC2)OC)OC)C ((6-Bromo-pyrazolo[1,5-a]pyrimidin-2-yl)-(5,6-dimethoxy-1-methyl-3,4-dihydro-1H-isoquinolin-2-yl)-methanone). As a reaction SMILES: [Br:1][C:2]1[CH:3]=[N:4][C:5]2[N:6]([N:8]=[C:9]([C:11]([OH:13])=O)[CH:10]=2)[CH:7]=1.[CH3:14][O:15][C:16]1[C:25]([O:26][CH3:27])=[CH:24][CH:23]=[C:22]2[C:17]=1[CH2:18][CH2:19][NH:20][CH:21]2[CH3:28]>>[Br:1][C:2]1[CH:3]=[N:4][C:5]2[N:6]([N:8]=[C:9]([C:11]([N:20]3[CH2:19][CH2:18][C:17]4[C:22](=[CH:23][CH:24]=[C:25]([O:26][CH3:27])[C:16]=4[O:15][CH3:14])[CH:21]3[CH3:28])=[O:13])[CH:10]=2)[CH:7]=1. Procedure: In close analogy to the procedure described in Example 1, 6-bromo-pyrazolo[1,5-a]pyrimidine-2-carboxylic acid is reacted with 5,6-Dimethoxy-1-methyl-1,2,3,4-tetrahydro-isoquinoline to provide the title compound in moderate yield. Starting materials: NCC1(CCC2=CC=CC=C12)O (1-aminomethyl-1-hydroxyindan), NCC1(CCC2=CC=CC=C12)O (1-Aminomethyl-1-hydroxy-indan), C(C1=CC=CC=C1)OC1=C(C=C(C=C1)CC(=O)Cl)OC (4-benzyloxy-3-methoxyphenylacetyl chloride), C(C1=CC=CC=C1)OC1=C(C=C(C=C1)CC(=O)Cl)OC (4-Benzyloxy-3-methoxyphenylacetyl chloride), C([O-])(O)=O.[Na+] (sodium bicarbonate). Solvent: C(Cl)Cl (methylene chloride), C(Cl)Cl (methylene chloride). Reaction conditions: time 2 hour. The product is C(C1=CC=CC=C1)OC1=C(C=C(C=C1)CC(=O)NCC1(CCC2=CC=CC=C12)O)OC (N-(4-Benzyloxy-3-methoxyphenylacetyl)-1-aminomethyl-1-hydroxyindan). The yield is 82.1%. Reaction SMILES: [CH2:1]([O:8][C:9]1[CH:14]=[CH:13][C:12]([CH2:15][C:16](Cl)=[O:17])=[CH:11][C:10]=1[O:19][CH3:20])[C:2]1[CH:7]=[CH:6][CH:5]=[CH:4][CH:3]=1.C(=O)(O)[O-].[Na+].[NH2:26][CH2:27][C:28]1([OH:37])[C:36]2[C:31](=[CH:32][CH:33]=[CH:34][CH:35]=2)[CH2:30][CH2:29]1>C(Cl)Cl>[CH2:1]([O:8][C:9]1[CH:14]=[CH:13][C:12]([CH2:15][C:16]([NH:26][CH2:27][C:28]2([OH:37])[C:36]3[C:31](=[CH:32][CH:33]=[CH:34][CH:35]=3)[CH2:30][CH2:29]2)=[O:17])=[CH:11][C:10]=1[O:19][CH3:20])[C:2]1[CH:7]=[CH:6][CH:5]=[CH:4][CH:3]=1 |f:1.2|. Procedure details: To a solution of 4-benzyloxy-3-methoxyphenylacetyl chloride (18 mmol), the product of Example 4, in 50 mL of methylene chloride was added 50 mL of saturated aqueous sodium bicarbonate solution, followed by a solution of 1-aminomethyl-1-hydroxyindan (3.15 g, 19 mmol), the product of Example 1, in 20 mL of methylene chloride. The resulting two-phase mixture was stirred vigorously at ambient temperature for 2 hours. The aqueous and organic phases were separated and the aqueous phase was extracted w...